describe an organic reaction: reactants, conditions, products, and yield From a dataset of the Open Reaction Database (ORD), a public repository of structured organic reaction records. The reactants are O[C@@H]1CN(CCC1)C(=O)OC(C)(C)C ((S)-tert-Butyl 3-hydroxypiperidine-1-carboxylate), [H-].[Na+] (NaH), ClC1=NC2=C(C=CC=C2C=C1)C1=CC=2C(NCCC2N1)=O (2-(2-Chloroquinolin-8-yl)-6,7-dihydro-1H-pyrrolo[3,2-c]pyridin-4(5H)-one). Solvent: C1CCOC1 (THF). Conditions: time 10 minute. The product is O=C1NCCC2=C1C=C(N2)C=2C=CC=C1C=CC(=NC21)O[C@@H]2CN(CCC2)C(=O)OC(C)(C)C ((S)-tert-butyl 3-((8-(4-oxo-4,5,6,7-tetrahydro-1H-pyrrolo[3,2-c]pyridin-2-yl)quinolin-2-yl)oxy)piperidine-1-carboxylate). Reaction SMILES: [OH:1][C@H:2]1[CH2:7][CH2:6][CH2:5][N:4]([C:8]([O:10][C:11]([CH3:14])([CH3:13])[CH3:12])=[O:9])[CH2:3]1.[H-].[Na+].Cl[C:18]1[CH:27]=[CH:26][C:25]2[C:20](=[C:21]([C:28]3[NH:36][C:35]4[CH2:34][CH2:33][NH:32][C:31](=[O:37])[C:30]=4[CH:29]=3)[CH:22]=[CH:23][CH:24]=2)[N:19]=1>C1COCC1>[O:37]=[C:31]1[C:30]2[CH:29]=[C:28]([C:21]3[CH:22]=[CH:23][CH:24]=[C:25]4[C:20]=3[N:19]=[C:18]([O:1][C@H:2]3[CH2:7][CH2:6][CH2:5][N:4]([C:8]([O:10][C:11]([CH3:14])([CH3:13])[CH3:12])=[O:9])[CH2:3]3)[CH:27]=[CH:26]4)[NH:36][C:35]=2[CH2:34][CH2:33][NH:32]1 |f:1.2|. Procedure: (S)-tert-Butyl 3-hydroxypiperidine-1-carboxylate (Astatech Inc., Bristol, Pa.; 406 mg, 2.02 mmol) was added to a suspension of NaH (81 mg, 2.02 mmol) in THF (2.5 mL) and the resulting suspension was stirred at RT for 10 min. 2-(2-Chloroquinolin-8-yl)-6,7-dihydro-1H-pyrrolo[3,2-c]pyridin-4(5H)-one (Example 1; 75 mg, 0.25 mmol) was then added and the resulting suspension was stirred at RT for 5 min, then heated at 70° C. for 1.25 h. The mixture was cooled to RT and partitioned between EtOAc (60 mL... Reactants: [BH4-], CO, COc1ccc2c(C(=O)C3CCCCC3)c(C)oc2c1, Cl, [Na+], C1CCOC1. RXN SMILES: [BH4-:23].[CH3:21][OH:22].[CH:1]1([C:7](=[O:8])[c:9]2[c:10]([CH3:20])[o:11][c:12]3[c:13]2[cH:14][cH:15][c:16]([O:18][CH3:19])[cH:17]3)[CH2:2][CH2:3][CH2:4][CH2:5][CH2:6]1.[ClH:25].[Na+:24].[O:26]1[CH2:27][CH2:28][CH2:29][CH2:30]1>>[CH:1]1([CH:7]([OH:8])[c:9]2[c:10]([CH3:20])[o:11][c:12]3[c:13]2[cH:14][cH:15][c:16]([O:18][CH3:19])[cH:17]3)[CH2:2][CH2:3][CH2:4][CH2:5][CH2:6]1. Yields the product COc1ccc2c(C(O)C3CCCCC3)c(C)oc2c1.